Dataset: the Open Reaction Database (ORD), a public repository of structured organic reaction records. Task: describe an organic reaction: reactants, conditions, products, and yield The reactants are O=C(n1ccnc1)n1ccnc1, CN(C)C=O, NS(=O)(=O)C1CC1, CC1(C)Cc2cc(Cl)cc(C(=O)O)c2NC1c1cccc(N2CCOCC2)c1, [H-], [Na+]. Yields the product CC1(C)Cc2cc(Cl)cc(C(=O)NS(=O)(=O)C3CC3)c2NC1c1cccc(N2CCOCC2)c1. Reaction SMILES: [C:38]([n:39]1[cH:40][cH:41][n:42][cH:43]1)([n:44]1[cH:45][cH:46][n:47][cH:48]1)=[O:49].[CH3:50][N:51]([CH3:52])[CH:53]=[O:54].[CH:3]1([S:6](=[O:7])(=[O:8])[NH2:9])[CH2:4][CH2:5]1.[Cl:10][c:11]1[cH:12][c:13]2[c:18]([c:19]([C:21](=[O:22])[OH:23])[cH:20]1)[NH:17][CH:16]([c:24]1[cH:25][c:26]([N:30]3[CH2:31][CH2:32][O:33][CH2:34][CH2:35]3)[cH:27][cH:28][cH:29]1)[C:15]([CH3:36])([CH3:37])[CH2:14]2.[H-:1].[Na+:2]>>[CH:3]1([S:6](=[O:7])(=[O:8])[NH:9][C:21]([c:19]2[c:18]3[c:13]([cH:12][c:11]([Cl:10])[cH:20]2)[CH2:14][C:15]([CH3:36])([CH3:37])[CH:16]([c:24]2[cH:25][c:26]([N:30]4[CH2:31][CH2:32][O:33][CH2:34][CH2:35]4)[cH:27][cH:28][cH:29]2)[NH:17]3)=[O:22])[CH2:4][CH2:5]1. Starting materials: COC(=O)Cc1cccc(NS(C)(=O)=O)c1, CCO, Cl, [Na+], [OH-], O. The product is CS(=O)(=O)Nc1cccc(CC(=O)O)c1. As a reaction SMILES: [CH3:1][S:2](=[O:3])(=[O:4])[NH:5][c:6]1[cH:7][c:8]([CH2:12][C:13](=[O:14])[O:15][CH3:16])[cH:9][cH:10][cH:11]1.[CH3:21][CH2:22][OH:23].[ClH:19].[Na+:18].[OH-:17].[OH2:20]>>[CH3:1][S:2](=[O:3])(=[O:4])[NH:5][c:6]1[cH:7][c:8]([CH2:12][C:13](=[O:14])[OH:15])[cH:9][cH:10][cH:11]1. Reactants: CN1C(OC=2C1=NC=C(C2)Br)=O (3-Methyl-6-bromo-oxazolo[4,5-b]pyridin-2(3H)-one), C1(=C(C=CC=C1)P(C1=C(C=CC=C1)C)C1=C(C=CC=C1)C)C (tri-o-tolylphosphine), C(C)(=O)OC(=C)C (isopropenyl acetate), C[O-].C(CCC)[Sn+](CCCC)CCCC (tributyltin methoxide). Reagents/catalysts: C(C)(=O)[O-].[Pd+2].C(C)(=O)[O-] (palladium acetate). Solvent: C1=CC=CC=C1 (benzene). Run at temperature 70 celsius. Product: CN1C(OC=2C1=NC=C(C2)CC(C)=O)=O (3-methyl-6-(2'-oxopropyl)-oxazolo[4,5-b]pyridin-2-(3H)-one). RXN SMILES: [CH3:1][N:2]1[C:6]2=[N:7][CH:8]=[C:9](Br)[CH:10]=[C:5]2[O:4][C:3]1=[O:12].C1(C)C=CC=CC=1P(C1C=CC=CC=1C)C1C=CC=CC=1C.C([O:38][C:39]([CH3:41])=[CH2:40])(=O)C.C[O-].C([Sn+](CCCC)CCCC)CCC>C1C=CC=CC=1.C([O-])(=O)C.[Pd+2].C([O-])(=O)C>[CH3:1][N:2]1[C:6]2=[N:7][CH:8]=[C:9]([CH2:40][C:39](=[O:38])[CH3:41])[CH:10]=[C:5]2[O:4][C:3]1=[O:12] |f:3.4,6.7.8|. Procedure details: 3-Methyl-6-bromo-oxazolo[4,5-b]pyridin-2(3H)-one (2.58 g) (0.012 mole) in 80 ml of benzene is treated with 365 mg tri-o-tolylphosphine, 138 mg palladium acetate, 1.87 g (0.018 mole) of isopropenyl acetate and 5.9 g (0.18 mole) of tributyltin methoxide. This is sealed in a high pressure tube and heated to 70° C. for 25 hours. The reaction mixture is then quenched with 20 ml sat. ammonium chloride and diluted with 50 ml ethyl acetate. The organic phase separates, dried over sodium sulfate and conc... Reactants: [Al+3], [H-], [H-], [H-], [H-], [Li+], C1CCOC1, O, CCOC(=O)CCc1ccc(SCc2coc(C=Cc3ccccc3)n2)cc1. Yields the product OCCCc1ccc(SCc2coc(C=Cc3ccccc3)n2)cc1. As a reaction SMILES: [Al+3:30].[H-:29].[H-:32].[H-:33].[H-:34].[Li+:31].[O:36]1[CH2:37][CH2:38][CH2:39][CH2:40]1.[OH2:35].[c:1]1([CH:7]=[CH:8][c:9]2[o:10][cH:11][c:12]([CH2:14][S:15][c:16]3[cH:17][cH:18][c:19]([CH2:22][CH2:23][C:24](=[O:25])[O:26][CH2:27][CH3:28])[cH:20][cH:21]3)[n:13]2)[cH:2][cH:3][cH:4][cH:5][cH:6]1>>[c:1]1([CH:7]=[CH:8][c:9]2[o:10][cH:11][c:12]([CH2:14][S:15][c:16]3[cH:17][cH:18][c:19]([CH2:22][CH2:23][CH2:24][OH:25])[cH:20][cH:21]3)[n:13]2)[cH:2][cH:3][cH:4][cH:5][cH:6]1.